From a dataset of the Open Reaction Database (ORD), a public repository of structured organic reaction records. describe an organic reaction: reactants, conditions, products, and yield Starting materials: Cc1ccc(S(=O)(=O)NCC#N)cc1, C1CCOC1, COC(=O)c1c(CBr)n(S(=O)(=O)c2ccccc2)c2ncc(Br)cc12, ClCCl, [H-], [Na+], [Na+], [Na+], O=C([O-])[O-], O. The product is COC(=O)c1c(CN(CC#N)S(=O)(=O)c2ccc(C)cc2)n(S(=O)(=O)c2ccccc2)c2ncc(Br)cc12. Reaction SMILES: [C:28](#[N:29])[CH2:30][NH:31][S:32](=[O:33])(=[O:34])[c:35]1[cH:36][cH:37][c:38]([CH3:41])[cH:39][cH:40]1.[CH2:42]1[O:43][CH2:44][CH2:45][CH2:46]1.[CH3:3][O:4][C:5](=[O:6])[c:7]1[c:8]([CH2:26][Br:27])[n:9]([S:17](=[O:18])(=[O:19])[c:20]2[cH:21][cH:22][cH:23][cH:24][cH:25]2)[c:10]2[n:11][cH:12][c:13]([Br:16])[cH:14][c:15]12.[Cl:47][CH2:48][Cl:49].[H-:1].[Na+:2].[Na+:50].[Na+:51].[O-:52][C:53](=[O:54])[O-:55].[OH2:56]>>[CH3:3][O:4][C:5](=[O:6])[c:7]1[c:8]([CH2:26][N:31]([CH2:30][C:28]#[N:29])[S:32](=[O:33])(=[O:34])[c:35]2[cH:36][cH:37][c:38]([CH3:41])[cH:39][cH:40]2)[n:9]([S:17](=[O:18])(=[O:19])[c:20]2[cH:21][cH:22][cH:23][cH:24][cH:25]2)[c:10]2[n:11][cH:12][c:13]([Br:16])[cH:14][c:15]12. Reactants: N (ammonia), Cl.C1(=CC=CC=C1)CN1CC2=CC=C(C=C2C1)C(=O)Cl (2,3-dihydro-2-(phenylmethyl)-1H-isoindole-5-carboxylic acid chloride-hydrochloride). Solvent: O1CCCC1 (tetrahydrofuran). Run at time 8 hour. The product is C1(=CC=CC=C1)CN1CC2=CC=C(C=C2C1)C(=O)N (2,3-Dihydro-2-(phenylmethyl)-1H-isoindole-5-carboxamide). Reaction SMILES: [NH3:1].Cl.[C:3]1([CH2:9][N:10]2[CH2:18][C:17]3[C:12](=[CH:13][CH:14]=[C:15]([C:19](Cl)=[O:20])[CH:16]=3)[CH2:11]2)[CH:8]=[CH:7][CH:6]=[CH:5][CH:4]=1>O1CCCC1>[C:3]1([CH2:9][N:10]2[CH2:18][C:17]3[C:12](=[CH:13][CH:14]=[C:15]([C:19]([NH2:1])=[O:20])[CH:16]=3)[CH2:11]2)[CH:8]=[CH:7][CH:6]=[CH:5][CH:4]=1 |f:1.2|. Procedure: To a mixture of 200 ml of conc. aqueous ammonia and 50 ml of tetrahydrofuran were added, in batches, 20.0 g (64.9 mMol) of 2,3-dihydro-2-(phenylmethyl)-1H-isoindole-5-carboxylic acid chloride-hydrochloride and the mixture was stirred overnight at ambient temperature. The precipitate formed was suction filtered, washed thoroughly with water and dried at 50° C. in a circulating air dryer. The desired compound was obtained in a quantitative yield in the form of colourless crystals.